Dataset: the Open Reaction Database (ORD), a public repository of structured organic reaction records. Task: describe an organic reaction: reactants, conditions, products, and yield The reactants are [Cl-].[Al+3].[Cl-].[Cl-] (aluminum chloride), Cl (hydrochloric acid), C(C)(=O)Cl (acetyl chloride), [N+](=O)([O-])C1=C(C=CC=C1)C1=CC=CC=C1 (2-nitrobiphenyl). Solvent: C(Cl)Cl (methylene chloride), C(Cl)Cl (methylene chloride). Product: C(C)(=O)C1=CC=C(C=C1)C1=C(C=CC=C1)[N+](=O)[O-] (4-Acetyl-2'-nitrobiphenyl). As a reaction SMILES: [Cl-].[Al+3].[Cl-].[Cl-].[C:5](Cl)(=[O:7])[CH3:6].[N+:9]([C:12]1[CH:17]=[CH:16][CH:15]=[CH:14][C:13]=1[C:18]1[CH:23]=[CH:22][CH:21]=[CH:20][CH:19]=1)([O-:11])=[O:10].Cl>C(Cl)Cl>[C:5]([C:21]1[CH:20]=[CH:19][C:18]([C:13]2[CH:14]=[CH:15][CH:16]=[CH:17][C:12]=2[N+:9]([O-:11])=[O:10])=[CH:23][CH:22]=1)(=[O:7])[CH3:6] |f:0.1.2.3|. Reported procedure: A suspension of 96.0 g. of aluminum chloride and 135 ml. of methylene chloride is stirred and treated with a mixture of 60 ml. of methylene chloride, 63 ml. of acetyl chloride, and 77.4 g. of 2-nitrobiphenyl. The mixture is heated at reflux for three hours and cautiously poured into 1200 g. of ice and 900 ml. of concentrated hydrochloric acid. The mixture is extracted with methylene chloride. The extract is washed with water and aqueous sodium bicarbonate, dried (Na2SO4), and the solvent removed... The reactants are Cl.COC1=CC=C(C(=O)C2CCN(CC2)C2C(N(CC2)CC(N)=N)=O)C=C1 (2-(3-(4-(4-methoxybenzoyl)piperidin-1-yl)-2-oxopyrrolidin-1-yl)acetimidamide hydrochloride), O=C1C(CCC1)C(=O)OC (methyl 2-oxocyclopentanecarboxylate), [O-]CC.[Na+] (sodium ethoxide). Solvent: C(C)O (ethanol). Reaction conditions: temperature 100 celsius. Yields the product COC1=CC=C(C(=O)C2CCN(CC2)C2C(N(CC2)CC=2NC(C3=C(N2)CCC3)=O)=O)C=C1 (2-((3-(4-(4-methoxybenzoyl)piperidin-1-yl)-2-oxopyrrolidin-1-yl)methyl)-6,7-dihydro-3H-cyclopenta[d]pyrimidin-4(5H)-one). The yield is 19.8%. As a reaction SMILES: Cl.[CH3:2][O:3][C:4]1[CH:27]=[CH:26][C:7]([C:8]([CH:10]2[CH2:15][CH2:14][N:13]([CH:16]3[CH2:20][CH2:19][N:18]([CH2:21][C:22](=[NH:24])[NH2:23])[C:17]3=[O:25])[CH2:12][CH2:11]2)=[O:9])=[CH:6][CH:5]=1.O=[C:29]1[CH2:33][CH2:32][CH2:31][CH:30]1[C:34](OC)=[O:35].[O-]CC.[Na+]>C(O)C>[CH3:2][O:3][C:4]1[CH:5]=[CH:6][C:7]([C:8]([CH:10]2[CH2:15][CH2:14][N:13]([CH:16]3[CH2:20][CH2:19][N:18]([CH2:21][C:22]4[NH:23][C:34](=[O:35])[C:30]5[CH2:31][CH2:32][CH2:33][C:29]=5[N:24]=4)[C:17]3=[O:25])[CH2:12][CH2:11]2)=[O:9])=[CH:26][CH:27]=1 |f:0.1,3.4|. Procedure: To a solution of 2-(3-(4-(4-methoxybenzoyl)piperidin-1-yl)-2-oxopyrrolidin-1-yl)acetimidamide hydrochloride (140 mg, 0.37 mmol) and methyl 2-oxocyclopentanecarboxylate (0.060 mL, 0.47 mmol) in ethanol (4 mL) was added sodium ethoxide (0.160 mL, 0.44 mmol, 21%). The mixture was heated at 100° C. for 24 h. The resulting mixture was purified via flash column chromatography (methanol: dichloromethane, 1:99 to 10:90) and then crystalized out from methanol to provide slightly yellow solid (33 mg, 20% ... The reactants are Cl, N=CN1CCC(CCOC(=O)C(O)(c2ccccc2)C2CCC(F)(F)C2)CC1, O, O=P(O)(O)O. Yields the product N=CN1CCC(CCOC(=O)C(O)(c2ccccc2)C2CCC(F)(F)C2)CC1, O=P(O)(O)O. RXN SMILES: [ClH:1].[F:2][C:3]1([F:29])[CH2:4][CH:5]([C:8]([C:9](=[O:10])[O:11][CH2:12][CH2:13][CH:14]2[CH2:15][CH2:16][N:17]([CH:20]=[NH:21])[CH2:18][CH2:19]2)([c:22]2[cH:23][cH:24][cH:25][cH:26][cH:27]2)[OH:28])[CH2:6][CH2:7]1.[OH2:35].[P:30]([OH:31])([OH:32])([OH:33])=[O:34]>>[F:2][C:3]1([F:29])[CH2:4][CH:5]([C:8]([C:9](=[O:10])[O:11][CH2:12][CH2:13][CH:14]2[CH2:15][CH2:16][N:17]([CH:20]=[NH:21])[CH2:18][CH2:19]2)([c:22]2[cH:23][cH:24][cH:25][cH:26][cH:27]2)[OH:28])[CH2:6][CH2:7]1.[P:30](=[O:31])([OH:32])([OH:33])[OH:34]. Starting materials: N#CC1CC(F)CN1C(=O)CN(C(=O)OCc1ccccc1)C12CCC(C(=O)On3nnc4ccccc43)(CC1)CC2, NCCO. The product is N#CC1CC(F)CN1C(=O)CN(C(=O)OCc1ccccc1)C12CCC(C(=O)NCCO)(CC1)CC2. Reaction SMILES: [CH2:1]([c:2]1[cH:3][cH:4][cH:5][cH:6][cH:7]1)[O:8][C:9](=[O:10])[N:11]([C:12]12[CH2:13][CH2:14][C:15]([C:20](=[O:21])[O:22][n:23]3[c:24]4[cH:25][cH:26][cH:27][cH:28][c:29]4[n:30][n:31]3)([CH2:16][CH2:17]1)[CH2:18][CH2:19]2)[CH2:32][C:33](=[O:34])[N:35]1[CH:36]([C:41]#[N:42])[CH2:37][CH:38]([F:40])[CH2:39]1.[NH2:43][CH2:44][CH2:45][OH:46]>>[CH2:1]([c:2]1[cH:3][cH:4][cH:5][cH:6][cH:7]1)[O:8][C:9](=[O:10])[N:11]([C:12]12[CH2:13][CH2:14][C:15]([C:20](=[O:21])[NH:43][CH2:44][CH2:45][OH:46])([CH2:16][CH2:17]1)[CH2:18][CH2:19]2)[CH2:32][C:33](=[O:34])[N:35]1[CH:36]([C:41]#[N:42])[CH2:37][CH:38]([F:40])[CH2:39]1. Reactants: CC#N, Cc1ccccc1, C=CCC(Cn1ccnc1)c1ccc(Cl)c(Cl)c1, Cl, [O-][I+3]([O-])([O-])[O-], [Na+], [Na+], [Na+], O=C([O-])[O-], O. The product is O=CCC(Cn1ccnc1)c1ccc(Cl)c(Cl)c1. As a reaction SMILES: [CH3:32][C:33]#[N:34].[CH3:36][c:37]1[cH:38][cH:39][cH:40][cH:41][cH:42]1.[Cl:2][c:3]1[cH:4][c:5]([CH:10]([CH2:11][CH:12]=[CH2:13])[CH2:14][n:15]2[cH:16][n:17][cH:18][cH:19]2)[cH:6][cH:7][c:8]1[Cl:9].[ClH:1].[I+3:20]([O-:21])([O-:22])([O-:23])[O-:24].[Na+:25].[Na+:26].[Na+:27].[O-:28][C:29](=[O:30])[O-:31].[OH2:35]>>[Cl:2][c:3]1[cH:4][c:5]([CH:10]([CH2:11][CH:12]=[O:21])[CH2:14][n:15]2[cH:16][n:17][cH:18][cH:19]2)[cH:6][cH:7][c:8]1[Cl:9]. The reactants are C=CC#N, CC(C)O, Cn1c2c(c3ccccc31)CNCC2. The product is Cn1c2c(c3ccccc31)CN(CCC#N)CC2. Reaction SMILES: [CH2:15]=[CH:16][C:17]#[N:18].[CH3:19][CH:20]([OH:21])[CH3:22].[CH3:1][n:2]1[c:3]2[c:4]([c:5]3[cH:6][cH:7][cH:8][cH:9][c:10]13)[CH2:11][NH:12][CH2:13][CH2:14]2>>[CH3:1][n:2]1[c:3]2[c:4]([c:5]3[cH:6][cH:7][cH:8][cH:9][c:10]13)[CH2:11][N:12]([CH2:15][CH2:16][C:17]#[N:18])[CH2:13][CH2:14]2. Starting materials: O1CCOCC1 (dioxane), C(C)OC(C1=NC=CC=C1OC1=NC(=CC(=N1)OC)OC)OCC (3-(4,6-dimethoxy-2-pyrimidinyloxy)-2-pyridinecarboxaldehyde diethylacetal), ONS(=O)(=O)C1=CC=CC=C1 (N-hydroxybenzenesulfonamide). The solvent is O (water). Conditions: temperature 82.5 celsius. The product is COC1=NC(=NC(=C1)OC)OC=1C(=NC=CC1)C=O (4,6-dimethoxy-2-(2-formyl-3-pyridyloxy) pyrimidine). Isolated yield 170.6%. As a reaction SMILES: O1CCOCC1.C([O:9][CH:10](OCC)[C:11]1[C:16]([O:17][C:18]2[N:23]=[C:22]([O:24][CH3:25])[CH:21]=[C:20]([O:26][CH3:27])[N:19]=2)=[CH:15][CH:14]=[CH:13][N:12]=1)C.ONS(C1C=CC=CC=1)(=O)=O>O>[CH3:25][O:24][C:22]1[CH:21]=[C:20]([O:26][CH3:27])[N:19]=[C:18]([O:17][C:16]2[C:11]([CH:10]=[O:9])=[N:12][CH:13]=[CH:14][CH:15]=2)[N:23]=1. Reported procedure: To a mixture consisting of 400 ml of dioxane and 400 ml of water, 42.6 g of 3-(4,6-dimethoxy-2-pyrimidinyloxy)-2-pyridinecarboxaldehyde diethylacetal and 22 g of N-hydroxybenzenesulfonamide were added under stirring. The reaction mixture was heated at 80-85° C. for 1 hour so that the reaction was brought to completion. Low-boiling substances were then distilled completion. Low-boiling substances were then distilled out under reduced pressure. The residue was added and extracted with 300 ml of sa... Reactants: CC(C)(CCCc1cccnc1)NC(=O)Cc1ccccc1[N+](=O)[O-], CC(=O)O, [H][H]. Yields the product CC(C)(N)CCCc1cccnc1. Reaction SMILES: [CH3:1][C:2]([CH2:3][CH2:4][CH2:5][c:6]1[cH:7][n:8][cH:9][cH:10][cH:11]1)([CH3:12])[NH:13][C:14](=[O:15])[CH2:16][c:17]1[cH:18][cH:19][cH:20][cH:21][c:22]1[N+:23]([O-:24])=[O:25].[CH3:28][C:29](=[O:30])[OH:31].[H:26][H:27]>>[CH3:1][C:2]([CH2:3][CH2:4][CH2:5][c:6]1[cH:7][n:8][cH:9][cH:10][cH:11]1)([CH3:12])[NH2:13].